describe an organic reaction: reactants, conditions, products, and yield From a dataset of the Open Reaction Database (ORD), a public repository of structured organic reaction records. Starting materials: CN(C(CC1=C(C=CC(=C1)CC)NC1=C(C(=CC(=C1F)F)F)F)=O)C (N,N-Dimethyl-5-ethyl-2-(2′,3′,5′,6′-tetrafluoroanilino)phenylacetamide), [OH-].[Na+] (NaOH), CCCCO (n-BuOH), ice, Cl (HCl). Solvent: C1(=CC=CC=C1)C (Toluene). The product is C(C)C=1C=CC(=C(C1)CC(=O)O)NC1=C(C(=CC(=C1F)F)F)F (5-ethyl-2-(2′,3′,5′,6′-tetrafluoroanilino)phenylacetic acid). Reaction SMILES: CN(C)[C:3](=[O:24])[CH2:4][C:5]1[CH:10]=[C:9]([CH2:11][CH3:12])[CH:8]=[CH:7][C:6]=1[NH:13][C:14]1[C:19]([F:20])=[C:18]([F:21])[CH:17]=[C:16]([F:22])[C:15]=1[F:23].[OH-].[Na+].CCCC[OH:32].Cl>C1(C)C=CC=CC=1>[CH2:11]([C:9]1[CH:8]=[CH:7][C:6]([NH:13][C:14]2[C:19]([F:20])=[C:18]([F:21])[CH:17]=[C:16]([F:22])[C:15]=2[F:23])=[C:5]([CH2:4][C:3]([OH:24])=[O:32])[CH:10]=1)[CH3:12] |f:1.2|. Procedure: N,N-Dimethyl-5-ethyl-2-(2′,3′,5′,6′-tetrafluoroanilino)phenylacetamide (26 g, 0.073 mol) and 6N NaOH (150 ml) are stirred as a two phase solution with n-BuOH (150 ml) at reflux temperature for 14 hours. After cooling to room temperature, the reaction is poured over ice (500 ml). Toluene (500 ml) is added and the mixture transferred to a separatory funnel. The aqueous phase is brought to a pH of 1 with 3 N HCl. The organic layer is separated and the aqueous phase re-extracted with toluene (250 ml... The reactants are COC([C@H](CCC(=O)N1C[C@H](C2(CC2)CC1)O)N1C([C@@H](N(CC1)C(NC1=CC(=C(C=C1)OC(F)(F)F)Cl)=O)C)=O)=O ((S)-2-[(S)-4-(3-Chloro-4-trifluoromethoxy-phenylcarbamoyl)-3-methyl-2-oxo-piperazin-1-yl]-5-((S)-4-hydroxy-6-aza-spiro[2.5]oct-6-yl)-5-oxo-pentanoic acid methyl ester), [Li+].[BH4-] (LiBH4), CO (MeOH), CC(=O)C (acetone). Solvent: C1CCOC1 (THF), C1CCCCC1 (cyclohexane), [OH-].[Na+] (NaOH). Reaction conditions: time 2 hour. Yields the product ClC=1C=C(C=CC1OC(F)(F)F)NC(=O)N1[C@H](C(N(CC1)[C@@H](CCC(=O)N1C[C@H](C2(CC2)CC1)O)CO)=O)C ((S)-4-[(S)-4-((S)-4-Hydroxy-6-aza-spiro[2.5]oct-6-yl)-1-hydroxymethyl-4-oxo-butyl]-2-methyl-3-oxo-piperazine-1-carboxylic acid (3-chloro-4-trifluoromethoxy-phenyl)-amide). Yield: 87.7%. Reaction SMILES: C[O:2][C:3](=O)[C@@H:4]([N:18]1[CH2:23][CH2:22][N:21]([C:24](=[O:38])[NH:25][C:26]2[CH:31]=[CH:30][C:29]([O:32][C:33]([F:36])([F:35])[F:34])=[C:28]([Cl:37])[CH:27]=2)[C@@H:20]([CH3:39])[C:19]1=[O:40])[CH2:5][CH2:6][C:7]([N:9]1[CH2:16][CH2:15][C:12]2([CH2:14][CH2:13]2)[C@H:11]([OH:17])[CH2:10]1)=[O:8].[Li+].[BH4-].CO.CC(C)=O>C1COCC1.C1CCCCC1.[OH-].[Na+]>[Cl:37][C:28]1[CH:27]=[C:26]([NH:25][C:24]([N:21]2[CH2:22][CH2:23][N:18]([C@H:4]([CH2:3][OH:2])[CH2:5][CH2:6][C:7]([N:9]3[CH2:16][CH2:15][C:12]4([CH2:13][CH2:14]4)[C@H:11]([OH:17])[CH2:10]3)=[O:8])[C:19](=[O:40])[C@@H:20]2[CH3:39])=[O:38])[CH:31]=[CH:30][C:29]=1[O:32][C:33]([F:35])([F:36])[F:34] |f:1.2,7.8|. Procedure details: A solution of 0.200 g (0.34 mmol) of (S)-2-[(S)-4-(3-chloro-4-trifluoromethoxy-phenylcarbamoyl)-3-methyl-2-oxo-piperazin-1-yl]-5-((S)-4-hydroxy-6-aza-spiro[2.5]oct-6-yl)-5-oxo-pentanoic acid methyl ester (example 54) in 1.0 ml of THF was treated with 0.17 ml (0.34 mmol) of LiBH4 (2 M in THF) and 0.027 ml (0.68 mmol) of MeOH (with cooling bath at RT). The reaction was stirred for 2 h at RT, cooled to 0° C. and stopped with 0.1 ml of acetone. The reaction was diluted with 0.3 ml of cyclohexane, 0.... Starting materials: C(C=C)ON(S(=O)(=O)C1=C(C=CC=C1)[N+](=O)[O-])[C@@H]1C=C([C@H](N(C1)C(=O)OC(C)(C)C)C(N)=O)C ((2S,5R)-tert-butyl 5-(N-(allyloxy)-2-nitrophenylsulfonamido)-2-carbamoyl-3-methyl-5,6-dihydropyridine-1(2H)-carboxylate), C(C=C)ON(S(=O)(=O)C1=C(C=CC=C1)[N+](=O)[O-])[C@@H]1C=C([C@H](N(C1)C(=O)OC(C)(C)C)C(N)=O)C ((2S,5R)-tert-butyl 5-(N-(allyloxy)-2-nitrophenylsulfonamido)-2-carbamoyl-3-methyl-5,6-dihydropyridine-1(2H)-carboxylate). Reagents/catalysts: [Br-].[Zn+2].[Br-] (zinc(II) bromide). Solvent: C(Cl)Cl (DCM), ClCCl (dichloromethane). Reaction conditions: time 8 hour. Product: C(C=C)ON(S(=O)(=O)C1=C(C=CC=C1)[N+](=O)[O-])[C@@H]1C=C([C@H](NC1)C(=O)N)C ((2S,5R)-5-(N-(allyloxy)-2-nitrophenylsulfonamido)-3-methyl-1,2,5,6-tetrahydropyridine-2-carboxamide). The yield is 90.6%. Reaction SMILES: [CH2:1]([O:4][N:5]([C@H:18]1[CH2:23][N:22](C(OC(C)(C)C)=O)[C@H:21]([C:31](=[O:33])[NH2:32])[C:20]([CH3:34])=[CH:19]1)[S:6]([C:9]1[CH:14]=[CH:13][CH:12]=[CH:11][C:10]=1[N+:15]([O-:17])=[O:16])(=[O:8])=[O:7])[CH:2]=[CH2:3]>ClCCl.[Br-].[Zn+2].[Br-]>[CH2:1]([O:4][N:5]([C@H:18]1[CH2:23][NH:22][C@H:21]([C:31]([NH2:32])=[O:33])[C:20]([CH3:34])=[CH:19]1)[S:6]([C:9]1[CH:14]=[CH:13][CH:12]=[CH:11][C:10]=1[N+:15]([O-:17])=[O:16])(=[O:8])=[O:7])[CH:2]=[CH2:3] |f:2.3.4|. Reported procedure: (2S,5R)-tert-butyl 5-(N-(allyloxy)-2-nitrophenylsulfonamido)-2-carbamoyl-3-methyl-5,6-dihydropyridine-1(2H)-carboxylate (Intermediate 83, 2.785 g, 5.61 mmol) and zinc(II) bromide (2.53 g, 11.22 mmol) was added DCM (10 mL) and stirred at rt overnight. The reaction mixture was diluted with dichloromethane and washed with saturated sodium bicarbonate and brine. The organics were dried over magnesium sulfate, filtered and concentrated to afford the desired product (2.015 g, 91%) as a beige foam. RXN SMILES: [OH:1]/[N:2]=[C:3](/[C:9](=[O:11])[CH3:10])\[C:4]([O:6][CH2:7][CH3:8])=[O:5].[CH:12]1(I)[CH2:19][CH2:18][CH2:17][CH2:16][CH2:15][CH2:14][CH2:13]1>>[CH:12]1([O:1]/[N:2]=[C:3](/[C:9](=[O:11])[CH3:10])\[C:4]([O:6][CH2:7][CH3:8])=[O:5])[CH2:19][CH2:18][CH2:17][CH2:16][CH2:15][CH2:14][CH2:13]1. The product is C1(CCCCCCC1)O\N=C(/C(=O)OCC)\C(C)=O (Ethyl (Z)-2-(cyclooctyloxyimino)-3-oxobutyrate). Starting materials: O\N=C(/C(=O)OCC)\C(C)=O (Ethyl (Z)-2-(hydroxyimino)-3-oxobutyrate), C1(CCCCCCC1)I (cyclooctyl iodide). Reported procedure: Ethyl (Z)-2-(hydroxyimino)-3-oxobutyrate (2.Og) was treated with cyclooctyl iodide as described in Example 4a, Method 1, to give the title compound as a colourless liquid (2.35 g, 69%). νmax (film) 2930, 1740, 1695 cm-1, δH (CDCl3) 1.31 (3H, t), 1.4-2.0 (14H, m), 2.38 (3H, s), 4.33 (2H, q), 4.4 (1H, m). [Mass spectrum, +ve ion, MH+ (270)]. Isolated yield 69.0%. The reactants are COC(=O)C(Br)Oc1ccccc1, Cc1cc(C)nc(O)n1, [H-], [Na+], C1CCOC1, Oc1ncccn1. The product is COC(=O)C(Oc1ccccc1)Oc1nc(C)cc(C)n1. RXN SMILES: [Br:12][CH:13]([C:14](=[O:15])[O:16][CH3:17])[O:18][c:19]1[cH:20][cH:21][cH:22][cH:23][cH:24]1.[CH3:1][c:2]1[n:3][c:4]([OH:9])[n:5][c:6]([CH3:8])[cH:7]1.[H-:10].[Na+:11].[O:32]1[CH2:33][CH2:34][CH2:35][CH2:36]1.[n:25]1[cH:26][cH:27][cH:28][n:29][c:30]1[OH:31]>>[CH3:1][c:2]1[n:3][c:4]([O:9][CH:13]([C:14](=[O:15])[O:16][CH3:17])[O:18][c:19]2[cH:20][cH:21][cH:22][cH:23][cH:24]2)[n:5][c:6]([CH3:8])[cH:7]1. Starting materials: BrCCCc1ccc(OCCCC2CCCCC2)cc1, CCOC(=O)CC1CN(C(=O)c2cc(C(=O)OC)ccc2O)C1. Product: CCOC(=O)CC1CN(C(=O)c2cc(C(=O)OC)ccc2OCCCc2ccc(OCCCC3CCCCC3)cc2)C1. RXN SMILES: [Br:24][CH2:25][CH2:26][CH2:27][c:28]1[cH:29][cH:30][c:31]([O:34][CH2:35][CH2:36][CH2:37][CH:38]2[CH2:39][CH2:40][CH2:41][CH2:42][CH2:43]2)[cH:32][cH:33]1.[CH2:1]([CH3:2])[O:3][C:4]([CH2:5][CH:6]1[CH2:7][N:8]([C:10](=[O:11])[c:12]2[cH:13][c:14]([C:15](=[O:16])[O:17][CH3:18])[cH:19][cH:20][c:21]2[OH:22])[CH2:9]1)=[O:23]>>[CH2:1]([CH3:2])[O:3][C:4]([CH2:5][CH:6]1[CH2:7][N:8]([C:10](=[O:11])[c:12]2[cH:13][c:14]([C:15](=[O:16])[O:17][CH3:18])[cH:19][cH:20][c:21]2[O:22][CH2:25][CH2:26][CH2:27][c:28]2[cH:29][cH:30][c:31]([O:34][CH2:35][CH2:36][CH2:37][CH:38]3[CH2:39][CH2:40][CH2:41][CH2:42][CH2:43]3)[cH:32][cH:33]2)[CH2:9]1)=[O:23].